From a dataset of the Open Reaction Database (ORD), a public repository of structured organic reaction records. describe an organic reaction: reactants, conditions, products, and yield Reactants: [BH4-].[Li+] (lithium borohydride), C(C)OC(=O)C1CN(CC1O)C(=O)OCC1=CC=CC=C1 (4-Hydroxy-pyrrolidine-1,3-dicarboxylic acid 1-benzyl ester 3-ethyl ester). Run in O1CCCC1 (tetrahydrofuran), C1CCOC1 (THF), CO.C(Cl)(Cl)Cl (MeOH CHCl3). Reaction conditions: temperature 0 celsius, time 4 hour. Product: C(C1=CC=CC=C1)OC(=O)N1CC(C(C1)CO)O (3-Hydroxy-4-hydroxymethyl-pyrrolidine-1-carboxylic acid benzyl ester). Reaction SMILES: [BH4-].[Li+].C([O:5][C:6]([CH:8]1[CH:12]([OH:13])[CH2:11][N:10]([C:14]([O:16][CH2:17][C:18]2[CH:23]=[CH:22][CH:21]=[CH:20][CH:19]=2)=[O:15])[CH2:9]1)=O)C>O1CCCC1.CO.C(Cl)(Cl)Cl>[CH2:17]([O:16][C:14]([N:10]1[CH2:9][CH:8]([CH2:6][OH:5])[CH:12]([OH:13])[CH2:11]1)=[O:15])[C:18]1[CH:23]=[CH:22][CH:21]=[CH:20][CH:19]=1 |f:0.1,4.5|. Procedure details: To the solution of lithium borohydride (0.305 g, 13 mmol) in anhydrous tetrahydrofuran (25 mL) was added a solution of ethyl ester 73 (2.69 g, 9.2 mmol) in THF (25 mL) over a period of 30 mins at 0° C. After the addition the reaction mixture was brought to room temperature and stirred further under argon. The completion of the reaction was ascertained by TLC after 4 h. (Rf=0.3 in 10% MeOH/CHCl3). The reaction mixture was evaporated to dryness and cooled to 0° C. To the residue 3N HCl (40 mL) was... The reactants are CC(C)(C)[Si](C)(C)OCCBr, C[Si](C)(C)[N-][Si](C)(C)C, Cc1cc2cc[nH]c2cc1[N+](=O)[O-], Cc1ccccc1, [Li+], O=S(=O)([O-])[O-], CN(C)C=O. The product is Cc1cc2ccn(CCO[Si](C)(C)C(C)(C)C)c2cc1[N+](=O)[O-]. RXN SMILES: [Br:24][CH2:25][CH2:26][O:27][Si:28]([C:29]([CH3:30])([CH3:31])[CH3:32])([CH3:33])[CH3:34].[CH3:14][Si:15]([CH3:16])([CH3:17])[N-:18][Si:19]([CH3:20])([CH3:21])[CH3:22].[CH3:1][c:2]1[cH:3][c:4]2[cH:5][cH:6][nH:7][c:8]2[cH:9][c:10]1[N+:11](=[O:12])[O-:13].[CH3:45][c:46]1[cH:47][cH:48][cH:49][cH:50][cH:51]1.[Li+:23].[O-:35][S:36](=[O:37])(=[O:38])[O-:39].[O:40]=[CH:41][N:42]([CH3:43])[CH3:44]>>[CH3:1][c:2]1[cH:3][c:4]2[cH:5][cH:6][n:7]([CH2:25][CH2:26][O:27][Si:28]([C:29]([CH3:30])([CH3:31])[CH3:32])([CH3:33])[CH3:34])[c:8]2[cH:9][c:10]1[N+:11](=[O:12])[O-:13]. Starting materials: CNC(=S)NCCCSCC1=C(N=CN1)C (N-methyl-N'-[3-((4-methyl-5-imidazolyl)methylthio)propyl]thiourea), N#CN.[Pb] (lead cyanamide). The product is CC=1N=CNC1CSCCCNC(N)=N (3-((4-methyl-5-imidazolyl)methylthiopropyl]guanidine). The yield is 17.5%. RXN SMILES: C[NH:2][C:3]([NH:5][CH2:6][CH2:7][CH2:8][S:9][CH2:10][C:11]1[NH:15][CH:14]=[N:13][C:12]=1[CH3:16])=S.[N:17]#CN.[Pb]>>[CH3:16][C:12]1[N:13]=[CH:14][NH:15][C:11]=1[CH2:10][S:9][CH2:8][CH2:7][CH2:6][NH:5][C:3](=[NH:17])[NH2:2] |f:1.2,^3:19|. Procedure details: The reaction of N-methyl-N'-[3-((4-methyl-5-imidazolyl)methylthio)propyl]thiourea (5.9 g.) with lead cyanamide (17.5 g.) by a procedure similar to that described in Example 3(b) afforded N-cyano-N'-methyl-N"-[3-((4-methyl-5-imidazolyl)methylthiopropyl]guanidine (0.91 g.), m.p. 156°-158°, following chromatography on silica gel with successive elution by chloroformethyl acetate (1:1), ethyl acetate and ethyl acetate isopropyl alcohol (5:1) and final recrystallisation from isopropyl alcohol-ether. ... Starting materials: C(C)OC(C1=CC=C(C=C1)N(C)C1=C(C=C2C(CCN(C2=C1)C(C)C)(C)C)C)=O (4-[(1-isopropyl-4,4,6-trimethyl-1,2,3,4-tetrahydroquinolin-7-yl)-methyl-amino]-benzoic acid ethyl ester), C(C)OC(C1=CC=C(C=C1)N(C)C1=C(C=C2C(CCN(C2=C1)C(C)C)(C)C)C)=O (4-[(1-isopropyl-4,4,6-trimethyl-1,2,3,4-tetrahydroquinolin-7-yl)-methyl-amino]-benzoic acid ethyl ester), [OH-].[K+] (KOH). Solvent: C(C)O (ethanol). Conditions: temperature 50 celsius, time 18 hour. The product is C(C)(C)N1CCC(C2=CC(=C(C=C12)N(C1=CC=C(C(=O)O)C=C1)C)C)(C)C (4-[(1-Isopropyl-4,4,6-trimethyl-1,2,3,4-tetrahydro-quinolin-7-yl)-methyl-amino]-benzoic acid). The yield is 84.7%. RXN SMILES: C([O:3][C:4](=[O:29])[C:5]1[CH:10]=[CH:9][C:8]([N:11]([C:13]2[CH:22]=[C:21]3[C:16]([C:17]([CH3:27])([CH3:26])[CH2:18][CH2:19][N:20]3[CH:23]([CH3:25])[CH3:24])=[CH:15][C:14]=2[CH3:28])[CH3:12])=[CH:7][CH:6]=1)C.[OH-].[K+]>C(O)C>[CH:23]([N:20]1[C:21]2[C:16](=[CH:15][C:14]([CH3:28])=[C:13]([N:11]([CH3:12])[C:8]3[CH:7]=[CH:6][C:5]([C:4]([OH:29])=[O:3])=[CH:10][CH:9]=3)[CH:22]=2)[C:17]([CH3:27])([CH3:26])[CH2:18][CH2:19]1)([CH3:25])[CH3:24] |f:1.2|. Procedure: A solution of 4-[(1-isopropyl-4,4,6-trimethyl-1,2,3,4-tetrahydroquinolin-7-yl)-methyl-amino]-benzoic acid ethyl ester (Compound 47, 8.9 mg, 0.02256 mmol) in ethanol (1 mL) was treated with 2N KOH (0.5 mL) and stirred at 50° C. for 18 hours. The solvent was removed under reduced pressure and the residue was washed with ethyl acetate and acidified with 2N HCl. The aqueous layer was extracted with ethyl acetate and the combined organic layers were dried with MgSO4, filtered, and concentrated under ... Starting materials: ClCCCC(C1=CC=CC=C1)C1=CC=C(C=C1)F (1-chloro-4-(4-fluorophenyl)-4-phenylbutane), ClC1=CC2=C(N(C(N2)=O)C2CCNCC2)C=C1 (5-chloro-1-(4-piperidyl)-2-benzimidazolinone), C([O-])([O-])=O.[Na+].[Na+] (sodium carbonate), [I-].[K+] (potassium iodide). Solvent: O (water), O (water), CC(CC(C)=O)C (4-methyl-2-pentanone). The product is ClC1=CC2=C(N(C(N2)=O)C2CCN(CC2)CCCC(C2=CC=CC=C2)C2=CC=C(C=C2)F)C=C1 (5-chloro-1-{1-[4-(4-fluorophenyl)-4-phenyl-butyl]-4-piperidinyl}-1,3-dihydro-2H-benzimidazol-2-one). As a reaction SMILES: Cl[CH2:2][CH2:3][CH2:4][CH:5]([C:12]1[CH:17]=[CH:16][C:15]([F:18])=[CH:14][CH:13]=1)[C:6]1[CH:11]=[CH:10][CH:9]=[CH:8][CH:7]=1.[Cl:19][C:20]1[CH:35]=[CH:34][C:23]2[N:24]([CH:28]3[CH2:33][CH2:32][NH:31][CH2:30][CH2:29]3)[C:25](=[O:27])[NH:26][C:22]=2[CH:21]=1.C(=O)([O-])[O-].[Na+].[Na+].[I-].[K+]>O.CC(C)CC(=O)C>[Cl:19][C:20]1[CH:35]=[CH:34][C:23]2[N:24]([CH:28]3[CH2:29][CH2:30][N:31]([CH2:2][CH2:3][CH2:4][CH:5]([C:12]4[CH:17]=[CH:16][C:15]([F:18])=[CH:14][CH:13]=4)[C:6]4[CH:11]=[CH:10][CH:9]=[CH:8][CH:7]=4)[CH2:32][CH2:33]3)[C:25](=[O:27])[NH:26][C:22]=2[CH:21]=1 |f:2.3.4,5.6|. Procedure details: A mixture of 7.85 parts of 1-chloro-4-(4-fluorophenyl)-4-phenylbutane, 6.3 parts of 5-chloro-1-(4-piperidyl)-2-benzimidazolinone, 6.35 parts of sodium carbonate, 0.1 parts of potassium iodide and 200 parts of 4-methyl-2-pentanone is stirred and refluxed for 48 hours with water-separator. The reaction mixture is cooled to room temperature and water is added. The organic layer is separated, dried, filtered and evaporated. The residue is crystallized from 4-methyl-2-pentanone, yielding 5-chloro-1-{... The reactants are N1=CNC2=C1C=CC=N2 (4-azabenzimidazole), ClCC=1C=C2C(=NC1)N=C(S2)SC (6-(chloromethyl)-2-(methylthio)thiazolo[4,5-b]pyridine), [H-].[Na+] (sodium hydride). Run in CN(C)C=O (DMF), CN(C)C=O (DMF). Conditions: temperature 0 celsius, time 5 minute. Product: N1=CN(C2=NC=CC=C21)CC=2C=C1C(=NC2)N=C(S1)SC (6-((3H-imidazo[4,5-b]pyridin-3-yl)methyl)-2-(methylthio)thiazolo[4,5-b]pyridine). Yield: 36.5%. As a reaction SMILES: [H-].[Na+].[N:3]1[C:7]2[CH:8]=[CH:9][CH:10]=[N:11][C:6]=2[NH:5][CH:4]=1.Cl[CH2:13][C:14]1[CH:15]=[C:16]2[S:22][C:21]([S:23][CH3:24])=[N:20][C:17]2=[N:18][CH:19]=1>CN(C=O)C>[N:3]1[C:7]2[C:6](=[N:11][CH:10]=[CH:9][CH:8]=2)[N:5]([CH2:13][C:14]2[CH:15]=[C:16]3[S:22][C:21]([S:23][CH3:24])=[N:20][C:17]3=[N:18][CH:19]=2)[CH:4]=1 |f:0.1|. Procedure: To a stirred mixture of DMF (5 mL) and sodium hydride (60% in mineral oil, 64 mg, 1.6 mmol) at 0° C. under argon, was added 4-azabenzimidazole (204 mg, 1.1 mmol) in one portion. The mixture was stirred for 5 min at 0° C. followed by dropwise addition of a solution of 6-(chloromethyl)-2-(methylthio)thiazolo[4,5-b]pyridine (497 mg, 2.2 mmol) in DMF (2 mL). The mixture was warmed slowly to rt then heated at 70° C. for 18 h. The mixture was cooled to rt, then partitioned between EtOAc (150 mL) and 0... The reactants are ClCCC=1C(OC2=C(C1C)C=CC(=C2OC)OC)=O (3-(2-chloroethyl)-7,8-dimethoxy-4-methyl-2H-1-benzopyran-2-one), Cl.COC1=C(C=CC=C1)N1CCNCC1 (1-(2-methoxyphenyl)piperazine hydrochloride). The solvent is C(C)(C)O.CC(C)(C)OC (isopropanol TBME). Product: COC1=C(C2=C(C(=C(C(O2)=O)CCN2CCN(CC2)C2=C(C=CC=C2)OC)C)C=C1)OC (7,8-dimethoxy-3-{2-[4-(2-methoxyphenyl)-1-piperazinyl]ethyl}-4-methyl-2H-1-benzopyran-2-one). Isolated yield 6.0%. Reaction SMILES: Cl[CH2:2][CH2:3][C:4]1[C:5](=[O:19])[O:6][C:7]2[C:14]([O:15][CH3:16])=[C:13]([O:17][CH3:18])[CH:12]=[CH:11][C:8]=2[C:9]=1[CH3:10].Cl.[CH3:21][O:22][C:23]1[CH:28]=[CH:27][CH:26]=[CH:25][C:24]=1[N:29]1[CH2:34][CH2:33][NH:32][CH2:31][CH2:30]1>C(O)(C)C.CC(OC)(C)C>[CH3:18][O:17][C:13]1[CH:12]=[CH:11][C:8]2[C:9]([CH3:10])=[C:4]([CH2:3][CH2:2][N:32]3[CH2:31][CH2:30][N:29]([C:24]4[CH:25]=[CH:26][CH:27]=[CH:28][C:23]=4[O:22][CH3:21])[CH2:34][CH2:33]3)[C:5](=[O:19])[O:6][C:7]=2[C:14]=1[O:15][CH3:16] |f:1.2,3.4|. Procedure: Process A; starting materials: 3-(2-chloroethyl)-7,8-dimethoxy-4-methyl-2H-1-benzopyran-2-one (Example 32) and 1-(2-methoxyphenyl)piperazine hydrochloride; yield 6%; m.p. 146°-148° C. (from isopropanol/TBME). Starting materials: FC=1C=C2C(CC(NC2=C(C1)C(=O)O)C1=CC(=CC=C1)N1CCCC1)(C)C (6-fluoro-4,4-dimethyl-2-(3-pyrrolidin-1-yl-phenyl)-1,2,3,4-tetrahydro-quinoline-8-carboxylic acid), 1-3-dimethylaminopropyl-3-ethylcarbodiimide hydrochloride, C1(CC1)S(=O)(=O)N (cyclopropane sulfonic acid amide). The reagents and catalysts are CN(C1=CC=NC=C1)C (4-dimethylaminopyridine). Run in ClCCl (dichloromethane). The product is FC=1C=C2C(CC(NC2=C(C1)C(=O)NS(=O)(=O)C1CC1)C1=CC(=CC=C1)N1CCCC1)(C)C (cyclopropanesulfonic acid [6-fluoro-4,4-dimethyl-2-(3-pyrrolidin-1-yl-phenyl)-1,2,3,4-tetrahydro-quinoline-8-carbonyl]-amide). Yield: 25.6%. As a reaction SMILES: [F:1][C:2]1[CH:3]=[C:4]2[C:9](=[C:10]([C:12](O)=[O:13])[CH:11]=1)[NH:8][CH:7]([C:15]1[CH:20]=[CH:19][CH:18]=[C:17]([N:21]3[CH2:25][CH2:24][CH2:23][CH2:22]3)[CH:16]=1)[CH2:6][C:5]2([CH3:27])[CH3:26].[CH:28]1([S:31]([NH2:34])(=[O:33])=[O:32])[CH2:30][CH2:29]1>CN(C)C1C=CN=CC=1.ClCCl>[F:1][C:2]1[CH:3]=[C:4]2[C:9](=[C:10]([C:12]([NH:34][S:31]([CH:28]3[CH2:30][CH2:29]3)(=[O:33])=[O:32])=[O:13])[CH:11]=1)[NH:8][CH:7]([C:15]1[CH:20]=[CH:19][CH:18]=[C:17]([N:21]3[CH2:25][CH2:24][CH2:23][CH2:22]3)[CH:16]=1)[CH2:6][C:5]2([CH3:27])[CH3:26]. Procedure details: A mixture of 6-fluoro-4,4-dimethyl-2-(3-pyrrolidin-1-yl-phenyl)-1,2,3,4-tetrahydro-quinoline-8-carboxylic acid (150 mg, 0.32 mmol), 1-3-dimethylaminopropyl-3-ethylcarbodiimide hydrochloride (91 mg, 0.48 mmol), 4-dimethylaminopyridine (59 mg, 0.48 mmol), cyclopropane sulfonic acid amide (149 mg, 1.23 mmol) in dichloromethane (10 mL) was refluxed for 12 h. Removal of the solvent to afford the oil residue. Purification by Waters automated flash system (column: Xterra 30 mm×100 mm, sample manager 27...